From a dataset of the Open Reaction Database (ORD), a public repository of structured organic reaction records. describe an organic reaction: reactants, conditions, products, and yield Reactants: C(C)OC(CC(=O)CC(C1=CC(=C(C=C1)Cl)Cl)CC(CC(=O)OCC)=O)=O (Diethyl-3,4-dichlorobenzal-bis-acetoacetate), [OH-].[Na+] (NaOH), O (Water), solvent. Solvent: C(C)O (ethanol). Product: ClC=1C=C(C=CC1Cl)C(CC(=O)O)CC(=O)O (3-(3,4-Dichlorophenyl)glutaric acid). RXN SMILES: C(OC(=O)C[C:6]([CH2:8][CH:9]([CH2:18][C:19](=[O:26])CC(OCC)=O)[C:10]1[CH:15]=[CH:14][C:13]([Cl:16])=[C:12]([Cl:17])[CH:11]=1)=[O:7])C.[OH-:28].[Na+].[OH2:30]>C(O)C>[Cl:17][C:12]1[CH:11]=[C:10]([CH:9]([CH2:8][C:6]([OH:7])=[O:30])[CH2:18][C:19]([OH:26])=[O:28])[CH:15]=[CH:14][C:13]=1[Cl:16] |f:1.2|. Reported procedure: Diethyl-3,4-dichlorobenzal-bis-acetoacetate (155 g) in ethanol 2 L) was treated with 50% NaOH (2 L) and heated at reflux temperature for 4 hours. Water (1 L) was added to the reaction mixture and approx. 1.5 L of solvent removed by distillation. The remaining solution was poured onto ice (1 Kg) and sufficient HCl was added to adjust the pH to 1. The resulting solution was extracted with EtOAc (3×1.5 L) and the combined extracts dried over MgSO4, filtered and concentrated to give 100 g of the tit...